Dataset: the Open Reaction Database (ORD), a public repository of structured organic reaction records. Task: describe an organic reaction: reactants, conditions, products, and yield Starting materials: CC1C(CCC2=CC=CC(=C12)Cl)=O (1-methyl-8-chloro-2-tetralone), Cl (HCl), N1CCNCC1 (piperazine), [BH4-].[Na+] (sodium borohydride). Procedure: Using the method of Example 11, 1.94 g (10 mmol) of 1-methyl-8-chloro-2-tetralone were treated with piperazine followed by reduction with sodium borohydride and treatment with HCl to produce 0.67 g of the title compound as colorless crystals; m.p. >200° C. Reaction SMILES: [CH3:1][CH:2]1[C:11]2[C:6](=[CH:7][CH:8]=[CH:9][C:10]=2[Cl:12])[CH2:5][CH2:4][C:3]1=O.[NH:14]1[CH2:19][CH2:18][NH:17][CH2:16][CH2:15]1.[BH4-].[Na+].[ClH:22]>>[ClH:12].[ClH:22].[CH3:1][CH:2]1[C:11]2[C:6](=[CH:7][CH:8]=[CH:9][C:10]=2[Cl:12])[CH2:5][CH2:4][CH:3]1[N:14]1[CH2:19][CH2:18][NH:17][CH2:16][CH2:15]1 |f:2.3,5.6.7|. The product is Cl.Cl.CC1C(CCC2=CC=CC(=C12)Cl)N1CCNCC1 (1-Methyl-2-piperazinyl-8-chloro-1,2,3,4-tetrahydronaphthalene dihydrochloride). The reactants are FC(S(=O)(=O)OS(=O)(=O)C(F)(F)F)(F)F (Trifluoromethanesulfonic anhydride), ice, OC1=CC=CC=2CN(CCOC21)C(=O)OC(C)(C)C (1,1-dimethylethyl 9-hydroxy-2,3-dihydro-1,4-benzoxazepine-4(5H)-carboxylate). Run in N1=CC=CC=C1 (pyridine). Reaction conditions: temperature 0 celsius, time 2 hour. Product: FC(S(=O)(=O)OC1=CC=CC=2CN(CCOC21)C(=O)OC(C)(C)C)(F)F (1,1-Dimethylethyl 9-{[(trifluoromethyl)sulfonyl]oxy}-2,3-dihydro-1,4-benzoxazepine-4(5H)-carboxylate). The yield is 95.1%. As a reaction SMILES: [F:1][C:2]([F:15])([F:14])[S:3]([O:6]S(C(F)(F)F)(=O)=O)(=[O:5])=[O:4].O[C:17]1[C:27]2[O:26][CH2:25][CH2:24][N:23]([C:28]([O:30][C:31]([CH3:34])([CH3:33])[CH3:32])=[O:29])[CH2:22][C:21]=2[CH:20]=[CH:19][CH:18]=1>N1C=CC=CC=1>[F:1][C:2]([F:15])([F:14])[S:3]([O:6][C:17]1[C:27]2[O:26][CH2:25][CH2:24][N:23]([C:28]([O:30][C:31]([CH3:34])([CH3:33])[CH3:32])=[O:29])[CH2:22][C:21]=2[CH:20]=[CH:19][CH:18]=1)(=[O:5])=[O:4]. Procedure details: Trifluoromethanesulfonic anhydride (6.04 ml, 35.7 mmol) was added to an ice cooled solution of 1,1-dimethylethyl 9-hydroxy-2,3-dihydro-1,4-benzoxazepine-4(5H)-carboxylate (Preparation 62) (6.32 g, 23.82 mmol) in pyridine (100 ml) and stirred at 0° C. for 2 hrs. The pyridine was evaporated and the residue dissolved in EtOAc. Washed with 2M HCl, sat sodium bicarbonate solution, dried over magnesium sulphate and evaporated to give the title compound (9 g) as a yellow oil. MS (ES): C15H18F3NO6S requ... Starting materials: [Si](C)(C)(C(C)(C)C)OCCC(N)C1=CC(=C(C=C1)C(F)(F)F)F (3-(tert-butyldimethylsilyloxy)-1-(3-fluoro-4-(trifluoromethyl)phenyl)propan-1-amine), O1CCC(CC1)NC=1N=CC2=C(N1)CNCC2 (N-(tetrahydro-2H-pyran-4-yl)-5,6,7,8-tetrahydropyrido[3,4-d]pyrimidin-2-amine), Cl.ClC=1C=C(C=CC1Cl)C(N)C1=CN=CO1 ((3,4-dichlorophenyl)(oxazol-5-yl)methanamine hydrochloride). The product is [Si](C)(C)(C(C)(C)C)OCCC(C1=CC(=C(C=C1)C(F)(F)F)F)NC(=O)N1CC=2N=C(N=CC2CC1)NC(C)C (N-(3-(tert-butyldimethylsilyloxy)-1-(3-fluoro-4-(trifluoromethyl)phenyl)propyl)-2-(isopropylamino)-5,6-dihydropyrido[3,4-d]pyrimidine-7(8H)-carboxamide). The yield is 28.1%. Reaction SMILES: [Si:1]([O:8][CH2:9][CH2:10][CH:11]([C:13]1[CH:18]=[CH:17][C:16]([C:19]([F:22])([F:21])[F:20])=[C:15]([F:23])[CH:14]=1)[NH2:12])([C:4]([CH3:7])([CH3:6])[CH3:5])([CH3:3])[CH3:2].O1C[CH2:28][CH:27]([NH:30][C:31]2[N:32]=[CH:33][C:34]3[CH2:40][CH2:39][NH:38][CH2:37][C:35]=3[N:36]=2)[CH2:26]C1.Cl.ClC1C=C(C(C2[O:56][CH:55]=NC=2)N)C=CC=1Cl>>[Si:1]([O:8][CH2:9][CH2:10][CH:11]([NH:12][C:55]([N:38]1[CH2:39][CH2:40][C:34]2[CH:33]=[N:32][C:31]([NH:30][CH:27]([CH3:26])[CH3:28])=[N:36][C:35]=2[CH2:37]1)=[O:56])[C:13]1[CH:18]=[CH:17][C:16]([C:19]([F:21])([F:20])[F:22])=[C:15]([F:23])[CH:14]=1)([C:4]([CH3:6])([CH3:7])[CH3:5])([CH3:3])[CH3:2] |f:2.3|. Reported procedure: Condensation of 278 and 72 was carried out in accord with the procedure described in step 6 of example 1 except 278 was used in place of 28 and 72 was used in place of 22. The crude product was purified by SiO2 chromatography eluting with DCM/MeOH (500:5) to afford 0.123 g (28.1%) of N-(3-(tert-butyldimethylsilyloxy)-1-(3-fluoro-4-(trifluoromethyl)phenyl)propyl)-2-(isopropylamino)-5,6-dihydropyrido[3,4-d]pyrimidine-7(8H)-carboxamide (280). Starting materials: COC(=O)c1cn(-c2cc3ccccc3cn2)c2ccccc12, Cl, [Li+], C1CCOC1, [OH-], O, O. RXN SMILES: [CH3:4][O:5][C:6](=[O:7])[c:8]1[cH:9][n:10](-[c:17]2[n:18][cH:19][c:20]3[cH:21][cH:22][cH:23][cH:24][c:25]3[cH:26]2)[c:11]2[cH:12][cH:13][cH:14][cH:15][c:16]12.[ClH:27].[Li+:3].[O:28]1[CH2:29][CH2:30][CH2:31][CH2:32]1.[OH-:2].[OH2:1].[OH2:33]>>[O:5]=[C:6]([OH:7])[c:8]1[cH:9][n:10](-[c:17]2[n:18][cH:19][c:20]3[cH:21][cH:22][cH:23][cH:24][c:25]3[cH:26]2)[c:11]2[cH:12][cH:13][cH:14][cH:15][c:16]12. The product is O=C(O)c1cn(-c2cc3ccccc3cn2)c2ccccc12. The reactants are ClCCN1C(C2=CC(=C(C=C2C=N1)OC)OC)=O (2-[2-chloroethyl]-6,7-dimethoxy-1(2H)-phthalazinone), FC1=CC=C(C(=O)C2CCNCC2)C=C1 (4-(4-fluorobenzoyl)-piperidine), ClCCN1C(C2=CC(=CC=C2C=N1)[N+](=O)[O-])=O (2-(2-chloroethyl)-7-nitro-1(2H)-phthalazinone), C1(=CC=CC=C1)N1CCNCC1 (N-phenyl piperazine). Run in C(C)O (ethyl alcohol). Yields the product Cl.FC1=CC=C(C(=O)C2CCN(CC2)CCN2C(C3=CC(=CC=C3C=N2)[N+](=O)[O-])=O)C=C1 (2-{2-[4-(4-fluorobenzoyl)-piperidin-1-yl]-ethyl}-7-nitro-1-(2H)-phthalazinone hydrochloride). As a reaction SMILES: [Cl:1]CCN1N=CC2C(=CC(OC)=C(OC)C=2)C1=O.Cl[CH2:20][CH2:21][N:22]1[N:31]=[CH:30][C:29]2[C:24](=[CH:25][C:26]([N+:32]([O-:34])=[O:33])=[CH:27][CH:28]=2)[C:23]1=[O:35].C1(N2CCNCC2)C=CC=CC=1.[F:48][C:49]1[CH:62]=[CH:61][C:52]([C:53]([CH:55]2[CH2:60][CH2:59][NH:58][CH2:57][CH2:56]2)=[O:54])=[CH:51][CH:50]=1>C(O)C>[ClH:1].[F:48][C:49]1[CH:50]=[CH:51][C:52]([C:53]([CH:55]2[CH2:60][CH2:59][N:58]([CH2:20][CH2:21][N:22]3[N:31]=[CH:30][C:29]4[C:24](=[CH:25][C:26]([N+:32]([O-:34])=[O:33])=[CH:27][CH:28]=4)[C:23]3=[O:35])[CH2:57][CH2:56]2)=[O:54])=[CH:61][CH:62]=1 |f:5.6|. Reported procedure: Working as described in Example 3 but replacing 2-[2-chloroethyl]-6,7-dimethoxy-1(2H)-phthalazinone with an equivalent amount of 2-(2-chloroethyl)-7-nitro-1(2H)-phthalazinone and replacing N-phenyl piperazine with an equivalent amount of 4-(4-fluorobenzoyl)-piperidine, 2-{2-[4-(4-fluorobenzoyl)-piperidin-1-yl]-ethyl}-7-nitro-1-(2H)-phthalazinone hydrochloride is obtained (m.p. 280°-285° C., from ethyl alcohol). Reactants: CC(C)(C)c1ccc(COc2cccc(C=O)c2)cc1, CC(=O)[O-], CC(=O)O, [Na+], O=C1CSC(=S)N1. Yields the product CC(C)(C)c1ccc(COc2cccc(C=C3SC(=S)NC3=O)c2)cc1. Reaction SMILES: [C:1]([CH3:2])([CH3:3])([CH3:4])[c:5]1[cH:6][cH:7][c:8]([CH2:9][O:10][c:11]2[cH:12][c:13]([CH:14]=[O:15])[cH:16][cH:17][cH:18]2)[cH:19][cH:20]1.[CH3:29][C:30](=[O:31])[O-:32].[CH3:33][C:34](=[O:35])[OH:36].[Na+:28].[S:21]1[C:22](=[S:23])[NH:24][C:25](=[O:26])[CH2:27]1>>[C:1]([CH3:2])([CH3:3])([CH3:4])[c:5]1[cH:6][cH:7][c:8]([CH2:9][O:10][c:11]2[cH:12][c:13]([CH:14]=[C:27]3[S:21][C:22](=[S:23])[NH:24][C:25]3=[O:26])[cH:16][cH:17][cH:18]2)[cH:19][cH:20]1. The reactants are O[C@@H]([C@@H]([C@@H](CO)O)O)C=1N=C(NC1)C(C)=O (1-[4-((1R,2S,3R)-1,2,3,4-Tetrahydroxy-butyl)-1H-imidazol-2-yl]-ethanone), C(C1=CC=CC=C1)(=O)NN (Benzoic acid hydrazide). Reagents/catalysts: Cl (hydrochloric acid). The solvent is O (water), CO (methanol). Conditions: temperature 50 celsius, time 18 hour. The product is O[C@@H]([C@@H]([C@@H](CO)O)O)C=1N=C(NC1)C(C)=NNC(C1=CC=CC=C1)=O (N′-(1-(4-((1R,2S,3R)-1,2,3,4-tetrahydroxybutyl)-1H-imidazol-2-yl)ethylidene)benzohydrazide). Reaction SMILES: [OH:1][C@H:2]([C:9]1[N:10]=[C:11]([C:14](=O)[CH3:15])[NH:12][CH:13]=1)[C@H:3]([OH:8])[C@H:4]([OH:7])[CH2:5][OH:6].[C:17]([NH:25][NH2:26])(=[O:24])[C:18]1[CH:23]=[CH:22][CH:21]=[CH:20][CH:19]=1>CO.O.Cl>[OH:1][C@H:2]([C:9]1[N:10]=[C:11]([C:14](=[N:26][NH:25][C:17](=[O:24])[C:18]2[CH:23]=[CH:22][CH:21]=[CH:20][CH:19]=2)[CH3:15])[NH:12][CH:13]=1)[C@H:3]([OH:8])[C@H:4]([OH:7])[CH2:5][OH:6]. Procedure: 1-[4-((1R,2S,3R)-1,2,3,4-Tetrahydroxy-butyl)-1H-imidazol-2-yl]-ethanone (150 mg, 0.65 mmol) was suspended in methanol (3 ml) and water (1 ml). Benzoic acid hydrazide (102 mg, 0.75 mmol, 1.2 eq.) and hydrochloric acid (one drop, 12 N) were added, and the suspension was stirred at 50° C. for 18 hours. LCMS analysis indicated the formation of the product and the absence of starting material. The homogeneous reaction mixture was cooled to room temperature and concentrated in vacuo. C-18 Reverse-Phas... The reactants are FC1=CC=C(C=C1)C(CN1C=NC=C1)NC1=CC(=C(C(=O)O)C=C1)C1=CC=C(C=C1)F (4-{1-(4-fluorophenyl)-2-(imidazol-1-yl)ethylamino]-2-(4-fluorophenyl)benzoic acid), N[C@H](C(=O)OC)CCSC (methyl (2S)-2-amino-4-(methylsulfanyl)butanoate), Cl.COC([C@@H](N)CCSC)=O (L-methionine methyl ester hydrochloride), C=1C=CC2=C(C1)N=NN2O (HOBT), C(CCl)Cl (EDC). Reagents/catalysts: CN(C)C=1C=CN=CC1 (DMAP). Solvent: ClCCl (dichloromethane), ClCCl (dichloromethane). Run at time 5 hour. The product is FC1=CC=C(C=C1)C1=C(C(=O)N[C@H](C(=O)OC)CCSC)C=CC(=C1)NC(CN1C=NC=C1)C1=CC=C(C=C1)F (Methyl (2S)-2-{2-(4-fluorophenyl)-4-[1-(4-fluorophenyl)-2-(imidazol-1-yl)ethylamino]benzoylamino}-4methylsulfanylbutyrate). The yield is 80.0%. As a reaction SMILES: [F:1][C:2]1[CH:7]=[CH:6][C:5]([CH:8]([NH:15][C:16]2[CH:24]=[CH:23][C:19]([C:20]([OH:22])=O)=[C:18]([C:25]3[CH:30]=[CH:29][C:28]([F:31])=[CH:27][CH:26]=3)[CH:17]=2)[CH2:9][N:10]2[CH:14]=[CH:13][N:12]=[CH:11]2)=[CH:4][CH:3]=1.[NH2:32][C@@H:33]([CH2:38][CH2:39][S:40][CH3:41])[C:34]([O:36][CH3:37])=[O:35].Cl.COC(=O)[C@H](CCSC)N.C1C=CC2N(O)N=NC=2C=1.C(Cl)CCl>CN(C1C=CN=CC=1)C.ClCCl>[F:31][C:28]1[CH:27]=[CH:26][C:25]([C:18]2[CH:17]=[C:16]([NH:15][CH:8]([C:5]3[CH:6]=[CH:7][C:2]([F:1])=[CH:3][CH:4]=3)[CH2:9][N:10]3[CH:14]=[CH:13][N:12]=[CH:11]3)[CH:24]=[CH:23][C:19]=2[C:20]([NH:32][C@@H:33]([CH2:38][CH2:39][S:40][CH3:41])[C:34]([O:36][CH3:37])=[O:35])=[O:22])=[CH:30][CH:29]=1 |f:2.3|. Procedure details: A mixture of 4-{1-(4-fluorophenyl)-2-(imidazol-1-yl)ethylamino]-2-(4-fluorophenyl)benzoic acid (1.67 g; 4 mmol), methyl (2S)-2-amino-4-(methylsulfanyl)butanoate, (L-methionine methyl ester hydrochloride) (0.96 g; 4.8 mmol), HOBT (0.65 g; 4.8 mmol), EDC (0.925 g; 4.8 mmol) and DMAP (0.54 g; 4.4 mmol) in dichloromethane (100 ml) was stirred at ambient temperature for 5 hours. The solution was diluted with dichloromethane (200 ml), washed with 5% aqueous sodium hydrogen carbonate solution and evapo...